Dataset: the Open Reaction Database (ORD), a public repository of structured organic reaction records. Task: describe an organic reaction: reactants, conditions, products, and yield Starting materials: Br, C1COCCO1, [Cu]Br, O=N[O-], Cc1cc(C2=NOC(c3cc(Cl)cc(Cl)c3)(C(F)(F)F)C2)ccc1N, [Na+], O. Yields the product Cc1cc(C2=NOC(c3cc(Cl)cc(Cl)c3)(C(F)(F)F)C2)ccc1Br. As a reaction SMILES: [BrH:30].[CH2:31]1[O:32][CH2:33][CH2:34][O:35][CH2:36]1.[Cu:38][Br:39].[N:26]([O-:27])=[O:28].[NH2:1][c:2]1[c:3]([CH3:25])[cH:4][c:5]([C:8]2=[N:9][O:10][C:11]([C:13]([F:14])([F:15])[F:16])([c:17]3[cH:18][c:19]([Cl:24])[cH:20][c:21]([Cl:23])[cH:22]3)[CH2:12]2)[cH:6][cH:7]1.[Na+:29].[OH2:37]>>[c:2]1([Br:30])[c:3]([CH3:25])[cH:4][c:5]([C:8]2=[N:9][O:10][C:11]([C:13]([F:14])([F:15])[F:16])([c:17]3[cH:18][c:19]([Cl:24])[cH:20][c:21]([Cl:23])[cH:22]3)[CH2:12]2)[cH:6][cH:7]1. Starting materials: CCCC(=C(C(=O)Nc1ccc(OCCN(C)C)cc1)c1ccc(OCOC)cc1)c1ccccc1, CO, CCOC(C)=O, Cl, [Na+], O=C([O-])O, O. Yields the product CCCC(=C(C(=O)Nc1ccc(OCCN(C)C)cc1)c1ccc(O)cc1)c1ccccc1. As a reaction SMILES: [CH3:1][N:2]([CH2:3][CH2:4][O:5][c:6]1[cH:7][cH:8][c:9]([NH:12][C:13]([C:14](=[C:15]([CH2:16][CH2:17][CH3:18])[c:19]2[cH:20][cH:21][cH:22][cH:23][cH:24]2)[c:25]2[cH:26][cH:27][c:28]([O:31][CH2:32][O:33][CH3:34])[cH:29][cH:30]2)=[O:35])[cH:10][cH:11]1)[CH3:36].[CH3:43][OH:44].[CH3:45][CH2:46][O:47][C:48]([CH3:49])=[O:50].[ClH:37].[Na+:42].[O-:38][C:39]([OH:40])=[O:41].[OH2:51]>>[CH3:1][N:2]([CH2:3][CH2:4][O:5][c:6]1[cH:7][cH:8][c:9]([NH:12][C:13]([C:14](=[C:15]([CH2:16][CH2:17][CH3:18])[c:19]2[cH:20][cH:21][cH:22][cH:23][cH:24]2)[c:25]2[cH:26][cH:27][c:28]([OH:31])[cH:29][cH:30]2)=[O:35])[cH:10][cH:11]1)[CH3:36]. Reactants: C1CCOC1, O=[Mn]=O, NC(=O)c1cc(-c2ccc(CO)s2)cc2c(C3CCN(S(=O)(=O)CCCN4CCOCC4)CC3)c[nH]c12. Product: NC(=O)c1cc(-c2ccc(C=O)s2)cc2c(C3CCN(S(=O)(=O)CCCN4CCOCC4)CC3)c[nH]c12. As a reaction SMILES: [CH2:38]1[O:39][CH2:40][CH2:41][CH2:42]1.[O:43]=[Mn:44]=[O:45].[OH:1][CH2:2][c:3]1[cH:4][cH:5][c:6](-[c:8]2[cH:9][c:10]3[c:11]([CH:20]4[CH2:21][CH2:22][N:23]([S:26](=[O:27])(=[O:28])[CH2:29][CH2:30][CH2:31][N:32]5[CH2:33][CH2:34][O:35][CH2:36][CH2:37]5)[CH2:24][CH2:25]4)[cH:12][nH:13][c:14]3[c:15]([C:17](=[O:18])[NH2:19])[cH:16]2)[s:7]1>>[O:1]=[CH:2][c:3]1[cH:4][cH:5][c:6](-[c:8]2[cH:9][c:10]3[c:11]([CH:20]4[CH2:21][CH2:22][N:23]([S:26](=[O:27])(=[O:28])[CH2:29][CH2:30][CH2:31][N:32]5[CH2:33][CH2:34][O:35][CH2:36][CH2:37]5)[CH2:24][CH2:25]4)[cH:12][nH:13][c:14]3[c:15]([C:17](=[O:18])[NH2:19])[cH:16]2)[s:7]1.